From a dataset of the Open Reaction Database (ORD), a public repository of structured organic reaction records. describe an organic reaction: reactants, conditions, products, and yield Reactants: CN(CCOc1ccc([N+](=O)[O-])cc1)c1ccncc1, CO. Yields the product CN(CCOc1ccc(N)cc1)c1ccncc1. Reaction SMILES: [CH3:1][N:2]([CH2:3][CH2:4][O:5][c:6]1[cH:7][cH:8][c:9]([N+:12]([O-:13])=[O:14])[cH:10][cH:11]1)[c:15]1[cH:16][cH:17][n:18][cH:19][cH:20]1.[CH3:21][OH:22]>>[CH3:1][N:2]([CH2:3][CH2:4][O:5][c:6]1[cH:7][cH:8][c:9]([NH2:12])[cH:10][cH:11]1)[c:15]1[cH:16][cH:17][n:18][cH:19][cH:20]1. Starting materials: NC(=O)N (urea), CN(C1=CC=C(C=C1)C(C(=O)C1=CC=CC=C1)O)C (2-(4-dimethylaminophenyl)-2-hydroxy-1-phenylethanone). Run in C(C)(=O)O (acetic acid). Reaction conditions: temperature 120 celsius, time 2 hour. The product is CN(C1=CC=C(C=C1)C=1NC(NC1C1=CC=CC=C1)=O)C (4-(4-dimethylaminophenyl)-2,3-dihydro-5-phenyl-1H-imidazol-2-one). RXN SMILES: [NH2:1][C:2]([NH2:4])=[O:3].[CH3:5][N:6]([CH3:23])[C:7]1[CH:12]=[CH:11][C:10]([CH:13](O)[C:14]([C:16]2[CH:21]=[CH:20][CH:19]=[CH:18][CH:17]=2)=O)=[CH:9][CH:8]=1>C(O)(=O)C>[CH3:23][N:6]([CH3:5])[C:7]1[CH:12]=[CH:11][C:10]([C:13]2[NH:1][C:2](=[O:3])[NH:4][C:14]=2[C:16]2[CH:21]=[CH:20][CH:19]=[CH:18][CH:17]=2)=[CH:9][CH:8]=1. Procedure details: To acetic acid (2 mL) was added urea (0.6 g, 10 mmol) and 2-(4-dimethylaminophenyl)-2-hydroxy-1-phenylethanone (2.6 g, 10 mmol). After stirring for 2 hours at 120° C., the reaction was cooled to ambient temperature. The resulting solid was filtered, washed with ether, and dried in vacuo to give 4-(4-dimethylaminophenyl)-2,3-dihydro-5-phenyl-1H-imidazol-2-one; NMR (CDCl3) 10.98 (s,2), 7.5 (m,4), 7.4 (m,5), 3.18 (s,6) ppm. Reactants: ClCCl, F, CC(=O)NCC1CN(c2ccc(N3CCC4(CC3)CO4)c(F)c2)C(=O)O1, c1ccncc1. The product is CC(=O)NCC1CN(c2ccc(N3CCC(F)(CO)CC3)c(F)c2)C(=O)O1. As a reaction SMILES: [Cl:34][CH2:35][Cl:36].[FH:27].[O:1]1[CH2:2][C:3]12[CH2:4][CH2:5][N:6]([c:9]1[c:10]([F:26])[cH:11][c:12]([N:15]3[C:16](=[O:25])[O:17][CH:18]([CH2:20][NH:21][C:22]([CH3:23])=[O:24])[CH2:19]3)[cH:13][cH:14]1)[CH2:7][CH2:8]2.[cH:28]1[cH:29][cH:30][n:31][cH:32][cH:33]1>>[OH:1][CH2:2][C:3]1([F:27])[CH2:4][CH2:5][N:6]([c:9]2[c:10]([F:26])[cH:11][c:12]([N:15]3[C:16](=[O:25])[O:17][CH:18]([CH2:20][NH:21][C:22]([CH3:23])=[O:24])[CH2:19]3)[cH:13][cH:14]2)[CH2:7][CH2:8]1. Reactants: N1CCC(CC1)COC1=C2C(=NC(=NC2=CC=C1)N)N (5-(piperidin-4-ylmethoxy)quinazoline-2,4-diamine), C=1(C(=CC=CC1)C(=O)Cl)C (o-toluoyl chloride). Product: NC1=NC2=CC=CC(=C2C(=N1)N)OCC1CCN(CC1)C(=O)C1=C(C=CC=C1)C ([4-(2,4-Diaminoquinazolin-5-yloxymethyl)piperidin-1-yl]-o-tolylmethanone). Yield: 70.0%. As a reaction SMILES: [NH:1]1[CH2:6][CH2:5][CH:4]([CH2:7][O:8][C:9]2[CH:18]=[CH:17][CH:16]=[C:15]3[C:10]=2[C:11]([NH2:20])=[N:12][C:13]([NH2:19])=[N:14]3)[CH2:3][CH2:2]1.[C:21]1([CH3:30])[C:22]([C:27](Cl)=[O:28])=[CH:23][CH:24]=[CH:25][CH:26]=1>>[NH2:19][C:13]1[N:12]=[C:11]([NH2:20])[C:10]2[C:15](=[CH:16][CH:17]=[CH:18][C:9]=2[O:8][CH2:7][CH:4]2[CH2:5][CH2:6][N:1]([C:27]([C:22]3[CH:23]=[CH:24][CH:25]=[CH:26][C:21]=3[CH3:30])=[O:28])[CH2:2][CH2:3]2)[N:14]=1. Procedure: The amidation of 5-(piperidin-4-ylmethoxy)quinazoline-2,4-diamine (50 mg; 0.18 mmol) was carried out using o-toluoyl chloride (57 mg; 0.37 mmol) via Method AA to yield 101 mg. (70% yield). 1HNMR (400 MHz, DMSO-d6) δ 7.35 (t, J=8.4 Hz, 1H), 7.25 (m, 6H), 6.76 (d, J=8.0 Hz, 1H), 6.54 (d, J=8.0 Hz, 1H), 5.94 (br s, 2H), 4.59 (br d, J=13.2 Hz, 1H), 4.03 (d, J=6.0 Hz, 2H), 3.3 (m, 1H), 3.04 (t, J=11.6 Hz, 1H), 2.88 (t, J=12.0 Hz, 1H), 2.23 (m, 4H), 1.89 (br d, J=13.2 Hz, 1H), 1.69 (m, 1H), 1.24 (m, 2... Reactants: [OH-].[K+] (potassium hydroxide), C(C)OC=1C=C(C=CC1OCC)C=1SC=C(N1)C1=CC(=C(C=C1)SC(=O)N(C)C)C(=O)OC (3,4-diethoxyphenyl-4-(4-dimethylaminocarbonylthio-3-methoxycarbonylphenyl)-thiazole), C(C)O (ethanol). Product: C(C)OC=1C=C(C=CC1OCC)C=1SC=C(N1)C1=C(C=C(C=C1)S)C(=O)O (2-(3,4-diethoxyphenyl)-4-(4-mercapto-2-carboxyphenyl)-thiazole). RXN SMILES: [OH-:1].[K+].[CH2:3]([O:5][C:6]1[CH:7]=[C:8]([C:15]2[S:16][CH:17]=[C:18]([C:20]3[CH:25]=[CH:24][C:23]([S:26]C(N(C)C)=O)=[C:22](C(OC)=O)[CH:21]=3)[N:19]=2)[CH:9]=[CH:10][C:11]=1[O:12][CH2:13][CH3:14])[CH3:4].[CH2:36]([OH:38])C>>[CH2:3]([O:5][C:6]1[CH:7]=[C:8]([C:15]2[S:16][CH:17]=[C:18]([C:20]3[CH:21]=[CH:22][C:23]([SH:26])=[CH:24][C:25]=3[C:36]([OH:38])=[O:1])[N:19]=2)[CH:9]=[CH:10][C:11]=1[O:12][CH2:13][CH3:14])[CH3:4] |f:0.1|. Procedure details: 1 ml of 10% potassium hydroxide was added to a solution of 250 mg of 2-(3,4-diethoxyphenyl-4-(4-dimethylaminocarbonylthio-3-methoxycarbonylphenyl)-thiazole in 5 ml of ethanol. The mixture was refluxed for 8 hours with heating. The solvent was removed by distillation. The residue was extracted with 40 ml of hot ethyl acetate. The extract was made acidic with 10% hydrochloric acid, washed with 5 ml of water and 10 ml of a saturated aqueous sodium chloride solution, and dried. The solvent was remov...